Dataset: the Open Reaction Database (ORD), a public repository of structured organic reaction records. Task: describe an organic reaction: reactants, conditions, products, and yield Starting materials: O=[N+]([O-])c1ccc(OC23CC4CC(CC(C4)C2)C3)cc1F, CCOC(C)=O, [Pt]. Product: Nc1ccc(OC23CC4CC(CC(C4)C2)C3)cc1F. RXN SMILES: [C:1]12([O:11][c:12]3[cH:13][c:14]([F:21])[c:15]([N+:18]([O-:19])=[O:20])[cH:16][cH:17]3)[CH2:2][CH:3]3[CH2:4][CH:5]([CH2:6][CH:7]([CH2:8]1)[CH2:9]3)[CH2:10]2.[CH3:22][CH2:23][O:24][C:25](=[O:26])[CH3:27].[Pt:28]>>[C:1]12([O:11][c:12]3[cH:13][c:14]([F:21])[c:15]([NH2:18])[cH:16][cH:17]3)[CH2:2][CH:3]3[CH2:4][CH:5]([CH2:6][CH:7]([CH2:8]1)[CH2:9]3)[CH2:10]2. Reactants: CN(C)CCCOc1ccccc1N, O=Cc1cccc(C(F)(F)F)c1, O, Cc1ccccc1C. Product: CN(C)CCCOc1ccccc1N=Cc1cccc(C(F)(F)F)c1. As a reaction SMILES: [CH3:1][N:2]([CH2:3][CH2:4][CH2:5][O:6][c:7]1[c:8]([NH2:9])[cH:10][cH:11][cH:12][cH:13]1)[CH3:14].[F:15][C:16]([c:17]1[cH:18][c:19]([CH:20]=[O:21])[cH:22][cH:23][cH:24]1)([F:25])[F:26].[OH2:27].[c:28]1([CH3:29])[c:30]([CH3:31])[cH:32][cH:33][cH:34][cH:35]1>>[CH3:1][N:2]([CH2:3][CH2:4][CH2:5][O:6][c:7]1[c:8]([N:9]=[CH:20][c:19]2[cH:18][c:17]([C:16]([F:15])([F:25])[F:26])[cH:24][cH:23][cH:22]2)[cH:10][cH:11][cH:12][cH:13]1)[CH3:14]. Starting materials: CCO, Clc1cc(NC2CC2)n2nccc2n1, Cl, Nc1ccc(O)c(Cl)c1. Yields the product Oc1ccc(Nc2cc(NC3CC3)n3nccc3n2)cc1Cl. RXN SMILES: [CH3:25][CH2:26][OH:27].[Cl:1][c:2]1[n:3][c:4]2[n:5]([c:6]([NH:8][CH:9]3[CH2:10][CH2:11]3)[cH:7]1)[n:12][cH:13][cH:14]2.[ClH:24].[NH2:15][c:16]1[cH:17][c:18]([Cl:23])[c:19]([OH:22])[cH:20][cH:21]1>>[c:2]1([NH:15][c:16]2[cH:17][c:18]([Cl:23])[c:19]([OH:22])[cH:20][cH:21]2)[n:3][c:4]2[n:5]([c:6]([NH:8][CH:9]3[CH2:10][CH2:11]3)[cH:7]1)[n:12][cH:13][cH:14]2. The reactants are CC(C)OC(N[C@@H]1C[C@@H](N(C2=CC=C(C=C12)Br)C(C)=O)C)=O (1-methylethyl[(2S,4R)-1-acetyl-6-bromo-2-methyl-1,2,3,4-tetrahydro-4-quinolinyl]carbamate), C(=O)=O (CO2), C(=O)([O-])[O-].[K+].[K+] (K2CO3), CC(CN1N=CC(=C1)B1OC(C(O1)(C)C)(C)C)(C)O (2-methyl-1-[4-(4,4,5,5-tetramethyl-1,3,2-dioxaborolan-2-yl)-1H-pyrazol-1-yl]-2-propanol), Intermediate 119. The reagents and catalysts are C=1C=CC(=CC1)[P](C=2C=CC=CC2)(C=3C=CC=CC3)[Pd]([P](C=4C=CC=CC4)(C=5C=CC=CC5)C=6C=CC=CC6)([P](C=7C=CC=CC7)(C=8C=CC=CC8)C=9C=CC=CC9)[P](C=1C=CC=CC1)(C=1C=CC=CC1)C=1C=CC=CC1 (tetrakis(triphenylphosphine)palladium(0)). Solvent: C1(=CC=CC=C1)C (toluene), CCO (EtOH), O1CCOCC1 (1,4-dioxane). Reaction conditions: temperature 80 celsius, time 18 hour. The product is C(C)(=O)N1[C@H](C[C@H](C2=CC(=CC=C12)C=1C=NN(C1)CC(C)(C)O)NC(OC(C)C)=O)C (1-methylethyl {(2S,4R)-1-acetyl-6-[1-(2-hydroxy-2-methylpropyl)-1H-pyrazol-4-yl]-2-methyl-1,2,3,4-tetrahydro-4-quinolinyl}carbamate). The yield is 32.0%. Reaction SMILES: [CH3:1][CH:2]([O:4][C:5](=[O:22])[NH:6][C@H:7]1[C:16]2[C:11](=[CH:12][CH:13]=[C:14](Br)[CH:15]=2)[N:10]([C:18](=[O:20])[CH3:19])[C@@H:9]([CH3:21])[CH2:8]1)[CH3:3].[CH3:23][C:24]([OH:41])([CH3:40])[CH2:25][N:26]1[CH:30]=[C:29](B2OC(C)(C)C(C)(C)O2)[CH:28]=[N:27]1.C([O-])([O-])=O.[K+].[K+].C(=O)=O>O1CCOCC1.C1C=CC([P]([Pd]([P](C2C=CC=CC=2)(C2C=CC=CC=2)C2C=CC=CC=2)([P](C2C=CC=CC=2)(C2C=CC=CC=2)C2C=CC=CC=2)[P](C2C=CC=CC=2)(C2C=CC=CC=2)C2C=CC=CC=2)(C2C=CC=CC=2)C2C=CC=CC=2)=CC=1.C1(C)C=CC=CC=1.CCO>[C:18]([N:10]1[C:11]2[C:16](=[CH:15][C:14]([C:29]3[CH:28]=[N:27][N:26]([CH2:25][C:24]([OH:41])([CH3:40])[CH3:23])[CH:30]=3)=[CH:13][CH:12]=2)[C@H:7]([NH:6][C:5](=[O:22])[O:4][CH:2]([CH3:3])[CH3:1])[CH2:8][C@@H:9]1[CH3:21])(=[O:20])[CH3:19] |f:2.3.4,^1:60,62,81,100|. Reported procedure: A flask was charged with 1-methylethyl[(2S,4R)-1-acetyl-6-bromo-2-methyl-1,2,3,4-tetrahydro-4-quinolinyl]carbamate (for a preparation see Example 4) (0.185 g, 0.500 mmol), 2-methyl-1-[4-(4,4,5,5-tetramethyl-1,3,2-dioxaborolan-2-yl)-1H-pyrazol-1-yl]-2-propanol (for a preparation see Intermediate 119) (160 mg, 0.600 mmol), K2CO3 (90 mg, 0.650 mmol) and tetrakis(triphenylphosphine)palladium(0) (28.9 mg, 0.025 mmol) then filled with EtOH (1 mL) and toluene (1 mL) and the resulting mixture was stirre... RXN SMILES: [CH3:1][C:2]1[CH:7]=[CH:6][C:5]([N:8]2[CH2:13][CH2:12][N:11]([CH:14]([C:16]3[CH:21]=[CH:20][C:19]([N+:22]([O-])=O)=[CH:18][CH:17]=3)[CH3:15])[CH2:10][CH2:9]2)=[CH:4][CH:3]=1>[Cl-].[Cl-].[Cl-].[Ti+3]>[CH3:1][C:2]1[CH:3]=[CH:4][C:5]([N:8]2[CH2:9][CH2:10][N:11]([CH:14]([C:16]3[CH:17]=[CH:18][C:19]([NH2:22])=[CH:20][CH:21]=3)[CH3:15])[CH2:12][CH2:13]2)=[CH:6][CH:7]=1 |f:1.2.3.4|. Reagents/catalysts: [Cl-].[Cl-].[Cl-].[Ti+3] (titanium trichloride). Procedure details: In the manner given in Example 1B, 1-(4-methylphenyl)-4-[1-(4-nitrophenyl)ethyl]piperazine is reduced with aqueous titanium trichloride to give 1-(4-methylphenyl)-4-[1-(p-aminophenyl)ethyl]piperazine. Product: CC1=CC=C(C=C1)N1CCN(CC1)C(C)C1=CC=C(C=C1)N (1-(4-methylphenyl)-4-[1-(p-aminophenyl)ethyl]piperazine). The reactants are CC1=CC=C(C=C1)N1CCN(CC1)C(C)C1=CC=C(C=C1)[N+](=O)[O-] (1-(4-methylphenyl)-4-[1-(4-nitrophenyl)ethyl]piperazine). The reactants are C(C)(C)(C)OC(=O)N[C@@H](C(=O)N1[C@@H](CCC1)C(=O)O)C1=CC=CC=C1 ((S,R)-1-(2-tert-butoxycarbonylamino-2-phenylacetyl)-pyrrolidine-2-carboxylic acid), Cl.BrC1=CN2C(S1)=NC(=C2)N (2-bromo-imidazo[2,1-b]thiazol-6-ylamine hydrochloride), C(C)(C)(C)OC(N[C@H](C(=O)N1[C@H](CCC1)C(NC=1N=C2SC(=CN2C1)Br)=O)C1=CC=CC=C1)=O ((S,R)-{2-[2-(2-bromo-imidazo[2,1-b]thiazol-6-ylcarbamoyl)-pyrrolidin-1-yl]-2-oxo-1-phenyl-ethyl}-carbamic acid tert-butyl ester). Product: C(C)OC(N[C@H](C(=O)N1[C@H](CCC1)C(NC=1N=C2SC(=CN2C1)Br)=O)C1=CC=CC=C1)=O ((S,R)-{2-[2-(2-bromo-imidazo[2,1-b]thiazol-6-ylcarbamoyl)-pyrrolidin-1-yl]-2-oxo-1-phenylethyl}-carbamic acid ethyl ester). Reaction SMILES: C(OC(N[C@H](C1C=CC=CC=1)C(N1CCC[C@H]1C(O)=O)=O)=O)(C)(C)C.Cl.BrC1SC2=NC(N)=CN2C=1.[C:37]([O:41][C:42](=[O:70])[NH:43][C@@H:44]([C:64]1[CH:69]=[CH:68][CH:67]=[CH:66][CH:65]=1)[C:45]([N:47]1[CH2:51][CH2:50][CH2:49][C@@H:48]1[C:52](=[O:63])[NH:53][C:54]1[N:55]=[C:56]2[N:60]([CH:61]=1)[CH:59]=[C:58]([Br:62])[S:57]2)=[O:46])(C)(C)[CH3:38]>>[CH2:37]([O:41][C:42](=[O:70])[NH:43][C@@H:44]([C:64]1[CH:65]=[CH:66][CH:67]=[CH:68][CH:69]=1)[C:45]([N:47]1[CH2:51][CH2:50][CH2:49][C@@H:48]1[C:52](=[O:63])[NH:53][C:54]1[N:55]=[C:56]2[N:60]([CH:61]=1)[CH:59]=[C:58]([Br:62])[S:57]2)=[O:46])[CH3:38] |f:1.2|. Reported procedure: Compound 44 was synthesized from compounds 43 (0.377 mmol) and 11 (0.565 mmol), following the procedure as described for compound 12a, at room temperature overnight, to give compound 44 as a yellow oil in 66% yield. 1H NMR (DMSO-d6, 400 MHz) δ (ppm) 1.10 (t, 3H), 1.80 (m, 2H), 1.95 (m, 2H), 3.10 (m, 1H), 3.81 (m, 1H), 3.99 (m, 2H), 4.40 (m, 1H), 5.42 (m, 1H), 7.31 (m, 5H), 7.50 (d, 1H), 7.81 (s, 1H), 8.16 (s, 1H), 10.61 (s, 1H); MS (ESI, EI+) m/z=520-522 (MH+) RXN SMILES: [CH2:1]([N:8]1[CH2:13][CH:12]([CH2:14][C:15]([C:17]2[CH:22]=[CH:21][CH:20]=[CH:19][CH:18]=2)=O)[C:11](=O)[CH:10]([CH3:24])[CH2:9]1)[C:2]1[CH:7]=[CH:6][CH:5]=[CH:4][CH:3]=1.[CH2:25]([NH2:32])[C:26]1[CH:31]=[CH:30][CH:29]=[CH:28][CH:27]=1>C1(C)C=CC(S(O)(=O)=O)=CC=1.C1(C)C=CC=CC=1>[CH2:25]([N:32]1[C:11]2[CH:10]([CH3:24])[CH2:9][N:8]([CH2:1][C:2]3[CH:7]=[CH:6][CH:5]=[CH:4][CH:3]=3)[CH2:13][C:12]=2[CH:14]=[C:15]1[C:17]1[CH:22]=[CH:21][CH:20]=[CH:19][CH:18]=1)[C:26]1[CH:31]=[CH:30][CH:29]=[CH:28][CH:27]=1. Yields the product C(C1=CC=CC=C1)N1C(=CC=2CN(CC(C21)C)CC2=CC=CC=C2)C2=CC=CC=C2 (1,5-Dibenzyl-4,5,6,7-tetrahydro-7-methyl-2-phenyl-1H-pyrrolo[3,2-c]pyridine). Reactants: C(C1=CC=CC=C1)N1CC(C(C(C1)CC(=O)C1=CC=CC=C1)=O)C (1-benzyl-3-methyl-5-phenacyl-4-piperidone), C(C1=CC=CC=C1)N (benzylamine). Reagents/catalysts: C1(=CC=C(C=C1)S(=O)(=O)O)C (p-toluenesulphonic acid). The solvent is C1(=CC=CC=C1)C (toluene). The yield is 84.4%. Procedure details: A mixture of 1-benzyl-3-methyl-5-phenacyl-4-piperidone (3.2 g), benzylamine(1.1 g), p-toluenesulphonic acid (0.1 g) and dry toluene (100 ml) was heated under reflux under a Dean and Stark trap for 3 days. Removal of thesolvent left a yellow solid, which on recrystallisation from methanol gave 3.3 g of the product as pale yellow prisms. M.pt. 131° C (Found: C 85.2; H, 7.2; N, 7.1. C28H28N2 requires: C, 85.7; H, 7.2;N, 7.1%). The reactants are Cc1ccc(-c2cn(CCOC3CCCCO3)nn2)cc1C(=O)c1ccc(Nc2ccc(F)cc2F)cc1Cl, C#Cc1ccc(C)c(C(=O)c2ccc(Nc3ccc(F)cc3F)cc2Cl)c1, [N-]=[N+]=NCCCS(N)(=O)=O. Product: Cc1ccc(-c2cn(CCCS(N)(=O)=O)nn2)cc1C(=O)c1ccc(Nc2ccc(F)cc2F)cc1Cl. Reaction SMILES: [Cl:1][c:2]1[c:3]([C:17](=[O:18])[c:19]2[c:20]([CH3:39])[cH:21][cH:22][c:23](-[c:25]3[n:26][n:27][n:28]([CH2:30][CH2:31][O:32][CH:33]4[CH2:34][CH2:35][CH2:36][CH2:37][O:38]4)[cH:29]3)[cH:24]2)[cH:4][cH:5][c:6]([NH:8][c:9]2[c:10]([F:16])[cH:11][c:12]([F:15])[cH:13][cH:14]2)[cH:7]1.[Cl:40][c:41]1[cH:42][c:43]([NH:44][c:45]2[cH:46][cH:47][c:48]([F:49])[cH:50][c:51]2[F:52])[cH:53][cH:54][c:55]1[C:56]([c:57]1[cH:58][c:59]([C:60]#[CH:61])[cH:62][cH:63][c:64]1[CH3:65])=[O:66].[N:67](=[N+:68]=[N-:69])[CH2:70][CH2:71][CH2:72][S:73](=[O:74])(=[O:75])[NH2:76]>>[Cl:1][c:2]1[c:3]([C:17](=[O:18])[c:19]2[c:20]([CH3:39])[cH:21][cH:22][c:23](-[c:25]3[n:26][n:27][n:28]([CH2:70][CH2:71][CH2:72][S:73](=[O:74])(=[O:75])[NH2:76])[cH:29]3)[cH:24]2)[cH:4][cH:5][c:6]([NH:8][c:9]2[c:10]([F:16])[cH:11][c:12]([F:15])[cH:13][cH:14]2)[cH:7]1. The reactants are ClC1=NC=C(C(=O)OCC)C=C1 (ethyl 6-chloronicotinate), C(C#CC)O (2-butyn-1-ol). Product: C(C#CC)OC1=NC=C(C(=O)O)C=C1 (6-(but-2-yn-1-yloxy)nicotinic acid). Yield: 38.0%. Reaction SMILES: Cl[C:2]1[CH:12]=[CH:11][C:5]([C:6]([O:8]CC)=[O:7])=[CH:4][N:3]=1.[CH2:13]([OH:17])[C:14]#[C:15][CH3:16]>>[CH2:13]([O:17][C:2]1[CH:12]=[CH:11][C:5]([C:6]([OH:8])=[O:7])=[CH:4][N:3]=1)[C:14]#[C:15][CH3:16]. Procedure: The title compound was synthesized as described for Intermediate example I-92 in 38% yield starting from ethyl 6-chloronicotinate and 2-butyn-1-ol; 1H NMR (400 MHz, DMSO-d6) δ ppm 8.61-8.76 (m, 1 H), 8.03-8.23 (m, 1 H), 6.83-6.98 (m, 1 H), 4.94-5.05 (m, 2 H), 1.74-1.91 (m, 3 H); MS (ESI) m/z 192[M+H+], m/z 190[M−H+].